This data is from the Open Reaction Database (ORD), a public repository of structured organic reaction records. The task is: describe an organic reaction: reactants, conditions, products, and yield Reactants: FC1=C(C(=CC=C1)C#C[Si](C)(C)C)CC(=O)OCC (Ethyl 2-(2-fluoro-6-((trimethylsilyl)ethynyl)phenyl)acetate). Solvent: [OH-].[Na+] (NaOH), CO (methanol). Yields the product C(#C)C1=C(C(=CC=C1)F)CC(=O)O (2-(2-Ethynyl-6-fluorophenyl)acetic acid). Isolated yield 103.0%. RXN SMILES: [F:1][C:2]1[CH:7]=[CH:6][CH:5]=[C:4]([C:8]#[C:9][Si](C)(C)C)[C:3]=1[CH2:14][C:15]([O:17]CC)=[O:16]>[OH-].[Na+].CO>[C:8]([C:4]1[CH:5]=[CH:6][CH:7]=[C:2]([F:1])[C:3]=1[CH2:14][C:15]([OH:17])=[O:16])#[CH:9] |f:1.2|. Procedure: A stirred solution of 331 (607 mg, 2.18 mmol) and IN NaOH (5.5 mL) in methanol (15 mL) was heated at 45° C. for 16 h under nitrogen. The reaction mixture was allowed to cool to room temperature; it was then concentrated, diluted with water, and washed with hexanes. The aqueous layer was collected, acidified with 3N HCl and extracted twice with AcOEt. The organic extract was dried over anhydrous magnesium sulfate, filtered, and concentrated to afford title compound 332 (400 mg, 94% yield, mono-hy... As a reaction SMILES: [CH:1]1[C:14]2[S:13][C:12]3[C:7](=[CH:8][CH:9]=[CH:10][CH:11]=3)[O:6][C:5]=2[CH:4]=[CH:3][C:2]=1[CH:15]=O.Cl.[NH2:18]O.C([O-])(=O)C.[Na+].C(OC(=O)C)(=O)C>C(O)(=O)C>[C:15]([C:2]1[CH:3]=[CH:4][C:5]2[O:6][C:7]3[C:12](=[CH:11][CH:10]=[CH:9][CH:8]=3)[S:13][C:14]=2[CH:1]=1)#[N:18] |f:1.2,3.4|. Run at time 1 hour. Solvent: C(C)(=O)O (acetic acid). Procedure: The crude phenoxathiin-2-aldehyde was dissolved in acetic acid (150 ml) and boiled with hydroxylamine hydrochloride (2.76 g) and sodium acetate (3.24 g) for 1.5 hr. Acetic anhydride (150 ml) was added, and the mixture boiled under reflux for 3 hr., cooled and filtered. The filtrate was poured into water and stirred for 1 hour to decompose the acetic anhydride, then extracted with chloroform, washed with water and sodium bicarbonate solution, dried, and evaporated to give crude 2-cyanophenoxathii... The reactants are C(C)(=O)OC(C)=O (Acetic anhydride), Cl.NO (hydroxylamine hydrochloride), C(C)(=O)[O-].[Na+] (sodium acetate), C1=C(C=CC=2OC3=CC=CC=C3SC12)C=O (phenoxathiin-2-aldehyde). Yields the product C(#N)C1=CC=2SC3=CC=CC=C3OC2C=C1 (2-cyanophenoxathiin). Starting materials: [N+](#[C-])CC(=O)OCC (ethyl isocyanoacetate), N1N=CC=CC2=C1C=CC=C2 (benzodiazepine), C(C)OP(OCC)(=O)Cl (diethylphosphorochloridate), [H-].[Na+] (sodium hydride), IC1=CC=C(C=C1)[N+](=O)[O-] (p-iodonitrobenzene), C1(=CC=CC=C1)CC#N (phenylacetonitrile), NC1=C(C(=O)C2=CC=CC=C2)C=C(C=C1)Cl (2-Amino-5-chloro-benzophenone). Yields the product NC1=C(C(=O)C2=CC=CC=C2)C=C(C=C1)I (2-Amino-5-iodo-benzophenone), ester. Reaction SMILES: [I:1][C:2]1[CH:7]=[CH:6][C:5]([N+:8]([O-])=O)=[CH:4][CH:3]=1.C1(CC#N)C=CC=CC=1.N[C:21]1[CH:34]=[CH:33][C:32](Cl)=[CH:31][C:22]=1[C:23](C1C=CC=CC=1)=[O:24].N1C2C=CC=CC=2C=CC=N1.C(OP(Cl)(=O)OCC)C.[H-].[Na+].[N+](CC(OCC)=O)#[C-]>>[NH2:8][C:5]1[CH:6]=[CH:7][C:2]([I:1])=[CH:3][C:4]=1[C:23]([C:22]1[CH:31]=[CH:32][CH:33]=[CH:34][CH:21]=1)=[O:24] |f:5.6|. Reported procedure: 2-Amino-5-iodo-benzophenone was prepared from p-iodonitrobenzene and phenylacetonitrile according to the literature.11 2-Amino-5-chloro-benzophenone was commercially available from Acros. The benzodiazepine 60 was reacted with diethylphosphorochloridate in the presence of sodium hydride, followed by the addition of ethyl isocyanoacetate to provide the ester 62 (Hz120), as shown in Scheme 13. The reactants are ClC(Cl)(Cl)Cl, ClCCl, CCCCCC, O, O=C1CCC=C1CCCCCCCO, c1ccc(P(c2ccccc2)c2ccccc2)cc1. Product: O=C1CCC=C1CCCCCCCCl. Reaction SMILES: [C:35]([Cl:36])([Cl:37])([Cl:38])[Cl:39].[CH2:40]([Cl:41])[Cl:42].[CH3:43][CH2:44][CH2:45][CH2:46][CH2:47][CH3:48].[OH2:15].[OH:1][CH2:2][CH2:3][CH2:4][CH2:5][CH2:6][CH2:7][CH2:8][C:9]1=[CH:13][CH2:12][CH2:11][C:10]1=[O:14].[c:16]1([P:17]([c:18]2[cH:19][cH:20][cH:21][cH:22][cH:23]2)[c:24]2[cH:25][cH:26][cH:27][cH:28][cH:29]2)[cH:30][cH:31][cH:32][cH:33][cH:34]1>>[CH2:2]([CH2:3][CH2:4][CH2:5][CH2:6][CH2:7][CH2:8][C:9]1=[CH:13][CH2:12][CH2:11][C:10]1=[O:14])[Cl:36]. The reactants are OCC=1C=C(C=CC1)NC(C1=CC=C(C=C1)OCCCCCCCCCCCCCC)=O (N-[3-(hydroxymethyl)phenyl]-4-(tetradecyloxy)benzamide), [H-].[Al+3].[Li+].[H-].[H-].[H-] (lithium aluminum hydride), [OH-].[Na+] (sodium hydroxide), C(C)(=O)OCC (ethyl acetate). The solvent is O1CCCC1 (tetrahydrofuran), CCOCC (ether). Run at time 1 hour. Product: C(CCCCCCCCCCCCC)OC1=CC=C(C=C1)CNC1=C(C=CC=C1)CO ([[4-(Tetradecyloxy)phenyl]methyl]amino benzenemethanol). As a reaction SMILES: OC[C:3]1[CH:4]=[C:5]([NH:9][C:10](=O)[C:11]2[CH:16]=[CH:15][C:14]([O:17][CH2:18][CH2:19][CH2:20][CH2:21][CH2:22][CH2:23][CH2:24][CH2:25][CH2:26][CH2:27][CH2:28][CH2:29][CH2:30][CH3:31])=[CH:13][CH:12]=2)[CH:6]=[CH:7][CH:8]=1.[H-].[Al+3].[Li+].[H-].[H-].[H-].[C:39](OCC)(=[O:41])C.[OH-].[Na+]>O1CCCC1.CCOCC>[CH2:18]([O:17][C:14]1[CH:13]=[CH:12][C:11]([CH2:10][NH:9][C:5]2[CH:4]=[CH:3][CH:8]=[CH:7][C:6]=2[CH2:39][OH:41])=[CH:16][CH:15]=1)[CH2:19][CH2:20][CH2:21][CH2:22][CH2:23][CH2:24][CH2:25][CH2:26][CH2:27][CH2:28][CH2:29][CH2:30][CH3:31] |f:1.2.3.4.5.6,8.9|. Procedure: To a solution of the N-[3-(hydroxymethyl)phenyl]-4-(tetradecyloxy)benzamide in 80 ml of tetrahydrofuran at 0° C. under argon is added 36.39 ml of 1M lithium aluminum hydride. Stirred at room temperature for 1 hour and refluxed for 7 hours. After stirring overnight and cooling to 0° C., ethyl acetate is added followed by sodium hydroxide solution until a solid forms. The mixture is diluted with ether, filtered and evaporated to a residue which is crystallized from hexane to give 6.7 g of the desi... Starting materials: C(CCC)=NC(C)(C)C (N-butylidene-t-butylamine), ClC(C(=O)Cl)Cl (dichloroacetyl chloride), C(C)OCC (diethyl ether). The solvent is C(C)N(CC)CC (triethylamine). Product: C(C)(C)(C)N(C(C(Cl)Cl)=O)C=CCC (N-t-butyl N-(1-butenyl)-dichloroacetamide). RXN SMILES: [CH:1](=[N:5][C:6]([CH3:9])([CH3:8])[CH3:7])[CH2:2][CH2:3][CH3:4].[Cl:10][CH:11]([Cl:15])[C:12](Cl)=[O:13].C(OCC)C>C(N(CC)CC)C>[C:6]([N:5]([CH:1]=[CH:2][CH2:3][CH3:4])[C:12](=[O:13])[CH:11]([Cl:15])[Cl:10])([CH3:9])([CH3:8])[CH3:7]. Procedure: In a similar procedure as Example I, 6.6 g. (0.052 mole) N-butylidene-t-butylamine was reacted with 4.8 ml. (0.05 mole) dichloroacetyl chloride in 100 ml. diethyl ether and 7.2 ml. triethylamine. There was obtained 9.3 g. of the title compound, an oil, nD30 = 1.4858. The reactants are CCOCCl, Cn1nc(CO)nc1NCCCOc1cccc(CN2CCCCC2)c1, CN(C)C=O, [H-], [Na+], C1CCOC1. Yields the product CCOCOCc1nc(NCCCOc2cccc(CN3CCCCC3)c2)n(C)n1. As a reaction SMILES: [CH2:29]([CH3:30])[O:31][CH2:32][Cl:33].[CH3:1][n:2]1[n:3][c:4]([CH2:25][OH:26])[n:5][c:6]1[NH:7][CH2:8][CH2:9][CH2:10][O:11][c:12]1[cH:13][c:14]([CH2:18][N:19]2[CH2:20][CH2:21][CH2:22][CH2:23][CH2:24]2)[cH:15][cH:16][cH:17]1.[CH3:39][N:40]([CH3:41])[CH:42]=[O:43].[H-:27].[Na+:28].[O:34]1[CH2:35][CH2:36][CH2:37][CH2:38]1>>[CH3:1][n:2]1[n:3][c:4]([CH2:25][O:26][CH2:32][O:31][CH2:29][CH3:30])[n:5][c:6]1[NH:7][CH2:8][CH2:9][CH2:10][O:11][c:12]1[cH:13][c:14]([CH2:18][N:19]2[CH2:20][CH2:21][CH2:22][CH2:23][CH2:24]2)[cH:15][cH:16][cH:17]1.